Dataset: the Open Reaction Database (ORD), a public repository of structured organic reaction records. Task: describe an organic reaction: reactants, conditions, products, and yield Reactants: FC1=CC=C(C=C1)C(=O)C1=NC2=CC=CC=C2C(=N1)NC1=NNC(=C1)OC ((4-fluorophenyl)(4-(5-methoxy-1H-pyrazol-3-ylamino)quinazolin-2-yl)methanone), N1N=C(C=C1)NC1=NC(=NC2=CC=CC=C12)C(=O)C1=CC=C(C=C1)F ((4-(1H-pyrazol-3-ylamino)quinazolin-2-yl)(4-fluorophenyl)methanone). The product is FC1=CC=C(C=C1)C(O)C1=NC2=CC=CC=C2C(=N1)NC1=NNC(=C1)OC ((4-Fluorophenyl)(4-(5-methoxy-1H-pyrazol-3-ylamino)quinazolin-2-yl)methanol). RXN SMILES: [F:1][C:2]1[CH:7]=[CH:6][C:5]([C:8]([C:10]2[N:19]=[C:18]([NH:20][C:21]3[CH:25]=[C:24]([O:26][CH3:27])[NH:23][N:22]=3)[C:17]3[C:12](=[CH:13][CH:14]=[CH:15][CH:16]=3)[N:11]=2)=[O:9])=[CH:4][CH:3]=1.N1C=CC(NC2C3C(=CC=CC=3)N=C(C(C3C=CC(F)=CC=3)=O)N=2)=N1>>[F:1][C:2]1[CH:7]=[CH:6][C:5]([CH:8]([C:10]2[N:19]=[C:18]([NH:20][C:21]3[CH:25]=[C:24]([O:26][CH3:27])[NH:23][N:22]=3)[C:17]3[C:12](=[CH:13][CH:14]=[CH:15][CH:16]=3)[N:11]=2)[OH:9])=[CH:4][CH:3]=1. Procedure: (4-Fluorophenyl)(4-(5-methoxy-1H-pyrazol-3-ylamino)quinazolin-2-yl)methanol is prepared using a procedure analogous to that described in Example 6, substituting (4-fluorophenyl)(4-(5-methoxy-1H-pyrazol-3-ylamino)quinazolin-2-yl)methanone from Example 75 for the (4-(1H-pyrazol-3-ylamino)quinazolin-2-yl)(4-fluorophenyl)methanone used in Example 6.